This data is from the Open Reaction Database (ORD), a public repository of structured organic reaction records. The task is: describe an organic reaction: reactants, conditions, products, and yield The reactants are CN1C=CC2=CC=C(C=C12)C(=O)OC (Methyl 1-methyl-1H-indole-6-carboxylate), [OH-].[Na+] (sodium hydroxide). Solvent: CO.C1CCOC1.O (methanol THF water). Conditions: time 8 hour. Yields the product CN1C=CC2=CC=C(C=C12)C(=O)O (1-Methyl-1H-indole-6-carboxylic acid). Yield: 248.6%. As a reaction SMILES: [CH3:1][N:2]1[C:10]2[C:5](=[CH:6][CH:7]=[C:8]([C:11]([O:13]C)=[O:12])[CH:9]=2)[CH:4]=[CH:3]1.[OH-].[Na+]>CO.C1COCC1.O>[CH3:1][N:2]1[C:10]2[C:5](=[CH:6][CH:7]=[C:8]([C:11]([OH:13])=[O:12])[CH:9]=2)[CH:4]=[CH:3]1 |f:1.2,3.4.5|. Procedure details: Methyl 1-methyl-1H-indole-6-carboxylate 166 (1.24 mmol) was stirred with sodium hydroxide (0.59 g, 14.88 mmol) in a 2:2:1 mixture of methanol/THF/water (7.5 mL) for 36 hrs at rt to form a precipitate which was collected by filtration and lyophilized overnight to give the title compound 167 (0.54 g, 99% yield). MS: 175.06 (calc), 176.1 (obs). Reactants: O(C1=CC=CC=C1)C=1C=C(C=O)C=CC1F (3-phenoxy-4-fluoro-benzaldehyde), CC1(C(C12C=CC1=CC=CC=C21)C(=O)Cl)C (3,3-dimethylspiro-(cyclopropane-1,1'-indene)-2-carboxylic acid chloride), [C-]#N.[Na+] (sodium cyanide), O (water). The reagents and catalysts are [Br-].C(CCC)[N+](CCCC)(CCCC)CCCC (tetrabutylammonium bromide). The solvent is C1(=CC=CC=C1)C (toluene), CCCCCC (n-hexane). Product: C(#N)C(C1=CC(=C(C=C1)F)OC1=CC=CC=C1)OC(=O)C1C(C12C=CC1=CC=CC=C21)(C)C (3,3-dimethylspiro-(cyclopropane-1,1'-indene)2-carboxylic acid α-cyano-3-phenoxy-4-fluoro-benzyl ester). Isolated yield 79.4%. RXN SMILES: [O:1]([C:8]1[CH:9]=[C:10]([CH:13]=[CH:14][C:15]=1[F:16])[CH:11]=[O:12])[C:2]1[CH:7]=[CH:6][CH:5]=[CH:4][CH:3]=1.[CH3:17][C:18]1([CH3:32])[C:20]2([C:28]3[C:23](=[CH:24][CH:25]=[CH:26][CH:27]=3)[CH:22]=[CH:21]2)[CH:19]1[C:29](Cl)=[O:30].[C-:33]#[N:34].[Na+].O>[Br-].C([N+](CCCC)(CCCC)CCCC)CCC.C1(C)C=CC=CC=1.CCCCCC>[C:33]([CH:11]([O:12][C:29]([CH:19]1[C:20]2([C:28]3[C:23](=[CH:24][CH:25]=[CH:26][CH:27]=3)[CH:22]=[CH:21]2)[C:18]1([CH3:32])[CH3:17])=[O:30])[C:10]1[CH:13]=[CH:14][C:15]([F:16])=[C:8]([O:1][C:2]2[CH:3]=[CH:4][CH:5]=[CH:6][CH:7]=2)[CH:9]=1)#[N:34] |f:2.3,5.6|. Procedure: 5 g (0.0232 mol) of 3-phenoxy-4-fluoro-benzaldehyde and 5.4 g (0.0232 mol) of 3,3-dimethylspiro-(cyclopropane-1,1'-indene)-2-carboxylic acid chloride were together added dropwise to a mixture of 1.8 g of sodium cyanide, 2.7 ml of water, 100 ml of n-hexane and 0.5 g of tetrabutylammonium bromide at 20°-25° C., while stirring, and the mixture was subsequently stirred at 20°-25° C. for 4 hours. 300 ml of toluene were then added to the reaction mixture and the mixture was extracted twice by shaking ... Starting materials: COC(C1=C(C=C(C(=C1)C(C)=O)C(F)(F)F)NC(C)=O)=O (5-acetyl-2-acetylamino-4-trifluoromethyl-benzoic acid methyl ester). Reagents/catalysts: [Pd] (palladium on carbon). Run in C1CCOC1 (THF). Reaction conditions: time 2 hour. The product is COC(C1=C(C=C(C(=C1)C(C)O)C(F)(F)F)NC(C)=O)=O (2-acetylamino-5-(1-hydroxy-ethyl)-4-trifluoromethyl-benzoic acid methyl ester). The yield is 90.9%. Reaction SMILES: [CH3:1][O:2][C:3](=[O:21])[C:4]1[CH:9]=[C:8]([C:10](=[O:12])[CH3:11])[C:7]([C:13]([F:16])([F:15])[F:14])=[CH:6][C:5]=1[NH:17][C:18](=[O:20])[CH3:19]>[Pd].C1COCC1>[CH3:1][O:2][C:3](=[O:21])[C:4]1[CH:9]=[C:8]([CH:10]([OH:12])[CH3:11])[C:7]([C:13]([F:16])([F:15])[F:14])=[CH:6][C:5]=1[NH:17][C:18](=[O:20])[CH3:19]. Procedure details: A suspension of 5-acetyl-2-acetylamino-4-trifluoromethyl-benzoic acid methyl ester (1.0 g, 3.3 mmol) and 100 mg of palladium on carbon (10%) in THF (10 mL) was stirred at r.t. for 2 h under hydrogen (5 bars). The mixture was then filtered and concentrated in vacuo. The crude product was purified by column chromatography (silica gel 60, hexanes/EtOAc 2:1) to give 2-acetylamino-5-(1-hydroxy-ethyl)-4-trifluoromethyl-benzoic acid methyl ester (917 mg, 3.0 mmol, 91%) as a white solid, m.p. 120-122° C... The reactants are COC1=CN=C2C=CC(N(C2=C1)CC=O)=O ([7-(methoxy)-2-oxo-1,5-naphthyridin-1(2H)-yl]acetaldehyde), methyl hemiacetal, O[C@H]1[C@H](CNC1)CNC(OCC1=CC=CC=C1)=O (phenylmethyl {[(3R,4S)-4-hydroxy-3-pyrrolidinyl]methyl}carbamate), [O-]S(=O)(=O)[O-].[Na+].[Na+] (Na2SO4), [BH-](OC(=O)C)(OC(=O)C)OC(=O)C.[Na+] (Na(OAc)3BH). Run in CO.C(Cl)(Cl)Cl (MeOH CHCl3). Run at time 18 hour. The product is O[C@H]1[C@H](CN(C1)CCN1C(C=CC2=NC=C(C=C12)OC)=O)CNC(OCC1=CC=CC=C1)=O (Phenylmethyl [((3S,4S)-4-hydroxy-1-{2-[7-(methyloxy)-2-oxo-1,5-naphthyridin-1(2H)-yl]ethyl}-3-pyrrolidinyl)methyl]carbamate). As a reaction SMILES: [CH3:1][O:2][C:3]1[CH:12]=[C:11]2[C:6]([CH:7]=[CH:8][C:9](=[O:16])[N:10]2[CH2:13][CH:14]=O)=[N:5][CH:4]=1.[OH:17][C@@H:18]1[CH2:22][NH:21][CH2:20][C@@H:19]1[CH2:23][NH:24][C:25](=[O:34])[O:26][CH2:27][C:28]1[CH:33]=[CH:32][CH:31]=[CH:30][CH:29]=1.[O-]S([O-])(=O)=O.[Na+].[Na+].[BH-](OC(C)=O)(OC(C)=O)OC(C)=O.[Na+]>CO.C(Cl)(Cl)Cl>[OH:17][C@@H:18]1[CH2:22][N:21]([CH2:14][CH2:13][N:10]2[C:11]3[C:6](=[N:5][CH:4]=[C:3]([O:2][CH3:1])[CH:12]=3)[CH:7]=[CH:8][C:9]2=[O:16])[CH2:20][C@@H:19]1[CH2:23][NH:24][C:25](=[O:34])[O:26][CH2:27][C:28]1[CH:33]=[CH:32][CH:31]=[CH:30][CH:29]=1 |f:2.3.4,5.6,7.8|. Procedure details: To a solution of [7-(methoxy)-2-oxo-1,5-naphthyridin-1(2H)-yl]acetaldehyde (as the methyl hemiacetal) (0.654 g, 3.0 mmol) in 1:1 (MeOH/CHCl3) (50 mL) were added phenylmethyl {[(3R,4S)-4-hydroxy-3-pyrrolidinyl]methyl}carbamate (0.750 g, 3.0 mmol) and Na2SO4 (0.100 g) and the resulting solution stirred at ambient temperature for 18 hours. Na(OAc)3BH (1.91 g, 9.0 mmol) was added and the solution stirred an additional 2 hours. The reaction mixture was concentrated onto silica gel and chromatographed...